Dataset: the Open Reaction Database (ORD), a public repository of structured organic reaction records. Task: describe an organic reaction: reactants, conditions, products, and yield Reaction SMILES: C([O:5][C:6]([CH2:8][O:9]/[N:10]=[C:11](/[C:46]1[N:47]=[C:48]([NH:51]C(C2C=CC=CC=2)(C2C=CC=CC=2)C2C=CC=CC=2)[S:49][CH:50]=1)\[C:12]([NH:14][C@@H:15]1[C:44](=[O:45])[N:17]2[C:18]([C:28]([O:30]C(C3C=CC=CC=3)C3C=CC=CC=3)=[O:29])=[C:19](/[CH:22]=[CH:23]\[C:24]#[C:25][CH2:26][CH3:27])[CH2:20][S:21][C@H:16]12)=[O:13])=[O:7])(C)(C)C.[ClH:71]>C(O)=O>[ClH:71].[NH2:51][C:48]1[S:49][CH:50]=[C:46](/[C:11](=[N:10]/[O:9][CH2:8][C:6]([OH:7])=[O:5])/[C:12]([NH:14][C@@H:15]2[C:44](=[O:45])[N:17]3[C:18]([C:28]([OH:30])=[O:29])=[C:19](/[CH:22]=[CH:23]\[C:24]#[C:25][CH2:26][CH3:27])[CH2:20][S:21][C@H:16]23)=[O:13])[N:47]=1 |f:3.4|. Reactants: C(C)(C)(C)OC(=O)CO\N=C(/C(=O)N[C@H]1[C@@H]2N(C(=C(CS2)\C=C/C#CCC)C(=O)OC(C2=CC=CC=C2)C2=CC=CC=C2)C1=O)\C=1N=C(SC1)NC(C1=CC=CC=C1)(C1=CC=CC=C1)C1=CC=CC=C1 (Diphenylmethyl (6R,7R)-7-[(Z)-2-(t-butoxycarbonylmethoxyimino)-2-(2-tritylaminothiazol-4-yl)acetamido]-3-[(Z)-hex-1-en-3-ynyl]ceph-3-em-4-carboxylate), Cl (hydrochloric acid). Procedure details: A stirred solution of the product of stage (d) in formic acid (0.8 ml) was treated with 11M hydrochloric acid (56 μl). After 2.5 h the reaction mixture was filtered and the filtrate was added dropwise to vigorously stirred ether (50 ml). The precipitated solid was collected by filtration, washed with ether and dried in vacuo to give the title compound as a solid (78 mg); νmax (Nujol) 3280 (--NH), 2200 (C≡C), 1776 (β-lactam); τ(DMSO-d6) values include 0.27 (NH), 3.24 (--CH=CH--C≡C), 4.24 (--CH=CH... Run in C(=O)O (formic acid). The product is Cl.NC=1SC=C(N1)/C(/C(=O)N[C@H]1[C@@H]2N(C(=C(CS2)\C=C/C#CCC)C(=O)O)C1=O)=N/OCC(=O)O ((6R,7R)-7-[(Z)-2-(2-Aminothiazol-4-yl)-2-(carboxymethoxyimino)acetamido]-3-[(Z)-hex-1-en-3-ynyl]ceph-3-em-4-carboxylic acid, hydrochloride salt). Starting materials: FC=1C=C(C=O)C=C(C1F)F (3,4,5-trifluorobenzaldehyde), C(CC(=O)O)(=O)O (malonic acid). The product is FC=1C=C(C=C(C1F)F)C=CC(=O)O (3-(3,4,5-trifluoro-phenyl)-acrylic acid). As a reaction SMILES: [F:1][C:2]1[CH:3]=[C:4]([CH:7]=[C:8]([F:11])[C:9]=1[F:10])[CH:5]=O.C(O)(=O)[CH2:13][C:14]([OH:16])=[O:15]>>[F:1][C:2]1[CH:3]=[C:4]([CH:5]=[CH:13][C:14]([OH:16])=[O:15])[CH:7]=[C:8]([F:11])[C:9]=1[F:10]. Procedure: According to the previously described general procedure (GP1), Knoevenagel condensation (75° C.; 3 h) between 3,4,5-trifluorobenzaldehyde (7.000 g; 43.724 mmol) and malonic acid (8.644 g; 83.076 mmol) gave the product 3-(3,4,5-trifluoro-phenyl)-acrylic acid as a yellow solid (8.600 g; 97%). LC-MS: tR=0.91 min.; [M+H]+: no ionisation. Starting materials: BrC1=C(C=C(C(=O)O)C=C1)C (4-bromo-3-methyl-benzoic acid), S(=O)(Cl)Cl (thionylchloride). Yields the product BrC1=C(C=C(C(=O)Cl)C=C1)C (4-bromo-3-methyl-benzoyl chloride). Yield: 101.3%. RXN SMILES: [Br:1][C:2]1[CH:10]=[CH:9][C:5]([C:6](O)=[O:7])=[CH:4][C:3]=1[CH3:11].S(Cl)([Cl:14])=O>>[Br:1][C:2]1[CH:10]=[CH:9][C:5]([C:6]([Cl:14])=[O:7])=[CH:4][C:3]=1[CH3:11]. Procedure details: 1 g 4-bromo-3-methyl-benzoic acid in 20 g thionylchloride was refluxed 1 h. The reaction was evaporated to give 1.1 g desired product. The reactants are CC1=C(O)C=CC(=C1C)O (2,3-dimethylhydroquinone), O=O (Oxygen), O=O (oxygen), iron 5,14-dihydrodibenzo[b,i][5,9,14,18]tetraaza[14]annulene, S(O)(O)(=O)=O (sulfuric acid). Solvent: C(C)(=O)O (acetic acid), C(C)(=O)O (acetic acid). Run at temperature 40 celsius. The product is CC=1C(C=CC(C1C)=O)=O (2,3-dimethylbenzoquinone). Isolated yield 95.5%. As a reaction SMILES: O=O.S(=O)(=O)(O)O.[CH3:8][C:9]1[C:15]([CH3:16])=[C:14]([OH:17])[CH:13]=[CH:12][C:10]=1[OH:11]>C(O)(=O)C>[CH3:16][C:15]1[C:14](=[O:17])[CH:13]=[CH:12][C:10](=[O:11])[C:9]=1[CH3:8]. Reported procedure: Oxygen was passed into a solution of 0.68 g (2 mmol) of iron 5,14-dihydrodibenzo[b,i][5,9,14,18]tetraaza[14]annulene and 0.5 g of concentrated sulfuric acid in 150 ml of 85% by weight aqueous acetic acid and, during this, a solution of 12.4 g (100 mmol) of 2,3-dimethylhydroquinone in 75 ml of 85% by weight acetic acid was added dropwise while stirring vigorously at 40° C. After oxygen uptake ceased, the mixture was subjected to a steam distillation. The distillate was extracted with tert-butyl m... Starting materials: C(C)(C)(C)OC(=O)N([C@H](C)C1=CC=CC2=CC=CC=C12)CC1C(CN(CC1)C(CCC(=O)OCC)=O)C1=CC(=CC=C1)F (ethyl 4-[4-({(tert-butoxycarbonyl)[(1R)-1-(1-naphthyl)ethyl]amino}methyl)-3-(3-fluorophenyl)piperidin-1-yl]-4-oxobutanoate), [OH-].[Na+] (sodium hydroxide), Cl (hydrochloric acid). The solvent is C(C)O (ethanol). Reaction conditions: time 2 hour. Product: C(C)(C)(C)OC(=O)N([C@H](C)C1=CC=CC2=CC=CC=C12)CC1C(CN(CC1)C(CCC(=O)O)=O)C1=CC(=CC=C1)F (4-[4-({(tert-butoxycarbonyl)[(1R)-1-(1-naphthyl)ethyl]amino}methyl)-3-(3-fluorophenyl)piperidin-1-yl]-4-oxobutanoic acid). Yield: 103.2%. Reaction SMILES: [C:1]([O:5][C:6]([N:8]([CH2:21][CH:22]1[CH2:27][CH2:26][N:25]([C:28](=[O:36])[CH2:29][CH2:30][C:31]([O:33]CC)=[O:32])[CH2:24][CH:23]1[C:37]1[CH:42]=[CH:41][CH:40]=[C:39]([F:43])[CH:38]=1)[C@@H:9]([C:11]1[C:20]2[C:15](=[CH:16][CH:17]=[CH:18][CH:19]=2)[CH:14]=[CH:13][CH:12]=1)[CH3:10])=[O:7])([CH3:4])([CH3:3])[CH3:2].[OH-].[Na+].Cl>C(O)C>[C:1]([O:5][C:6]([N:8]([CH2:21][CH:22]1[CH2:27][CH2:26][N:25]([C:28](=[O:36])[CH2:29][CH2:30][C:31]([OH:33])=[O:32])[CH2:24][CH:23]1[C:37]1[CH:42]=[CH:41][CH:40]=[C:39]([F:43])[CH:38]=1)[C@@H:9]([C:11]1[C:20]2[C:15](=[CH:16][CH:17]=[CH:18][CH:19]=2)[CH:14]=[CH:13][CH:12]=1)[CH3:10])=[O:7])([CH3:2])([CH3:3])[CH3:4] |f:1.2|. Procedure: To a solution of 177 mg of ethyl 4-[4-({(tert-butoxycarbonyl)[(1R)-1-(1-naphthyl)ethyl]amino}methyl)-3-(3-fluorophenyl)piperidin-1-yl]-4-oxobutanoate in 2.0 mL of ethanol was added 1.00 mL of a 1 M aqueous sodium hydroxide solution at room temperature, followed by stirring for 2 hours. It was neutralized by addition of 1.00 mL of 1 M hydrochloric acid. It was extracted with ethyl acetate, and the organic layer was washed with saturated brine, and then dried over anhydrous sodium sulfate. After f...